Dataset: the Open Reaction Database (ORD), a public repository of structured organic reaction records. Task: describe an organic reaction: reactants, conditions, products, and yield Reactants: COC(CCC(CO)CO)OC, Cl, C1CCOC1. The product is COC1CCC(CO)CO1. RXN SMILES: [CH3:1][O:2][CH:3]([CH2:4][CH2:5][CH:6]([CH2:7][OH:8])[CH2:9][OH:10])[O:11][CH3:12].[ClH:13].[O:14]1[CH2:15][CH2:16][CH2:17][CH2:18]1>>[O:2]1[CH:3]([O:11][CH3:12])[CH2:4][CH2:5][CH:6]([CH2:7][OH:8])[CH2:9]1. The reactants are C1CCN2CC=C(CC12)C1=CNC2=CN=CC=C12 (3-(1,2,3,5,8,8a-hexahydro-7-indolizinyl)-1H-6-Azaindole), C1(=CC=CC2=CC=CC=C12)S(=O)(=O)Cl (1-naphthalenesulfonyl chloride), C[Si](C)(C)[N-][Si](C)(C)C.[Na+] (NaN(TMS)2). The solvent is C1CCOC1 (THF). Yields the product C1CCN2CC=C(CC12)C1=CN(C2=CN=CC=C12)S(=O)(=O)C1=CC=CC2=CC=CC=C12 (3-(1,2,3,5,8, 8a-Hexahydro-7-indolizinyl)-1-(1-naphthalenesulfonyl)-6-azaindole). RXN SMILES: [CH2:1]1[CH:9]2[N:4]([CH2:5][CH:6]=[C:7]([C:10]3[C:18]4[C:13](=[CH:14][N:15]=[CH:16][CH:17]=4)[NH:12][CH:11]=3)[CH2:8]2)[CH2:3][CH2:2]1.[C:19]1([S:29](Cl)(=[O:31])=[O:30])[C:28]2[C:23](=[CH:24][CH:25]=[CH:26][CH:27]=2)[CH:22]=[CH:21][CH:20]=1.C[Si]([N-][Si](C)(C)C)(C)C.[Na+]>C1COCC1>[CH2:1]1[CH:9]2[N:4]([CH2:5][CH:6]=[C:7]([C:10]3[C:18]4[C:13](=[CH:14][N:15]=[CH:16][CH:17]=4)[N:12]([S:29]([C:19]4[C:28]5[C:23](=[CH:24][CH:25]=[CH:26][CH:27]=5)[CH:22]=[CH:21][CH:20]=4)(=[O:31])=[O:30])[CH:11]=3)[CH2:8]2)[CH2:3][CH2:2]1 |f:2.3|. Reported procedure: from 3-(1,2,3,5,8,8a-hexahydro-7-indolizinyl)-1H-6-Azaindole (12 mg, 0.055 mmol), 1-naphthalenesulfonyl chloride (20.9 mg, 0.1 mmol) and 1M NaN(TMS)2 (100 μL, 0.10 mmol) in THF (1 mL) at RT. Reactants: Sc1cccc(Br)c1, CCOC(=O)C(C)(C)Br, CCO, [K+], [K+], O=C([O-])[O-]. Yields the product CCOC(=O)C(C)(C)Sc1cccc(Br)c1. As a reaction SMILES: [Br:1][c:2]1[cH:3][c:4]([SH:8])[cH:5][cH:6][cH:7]1.[Br:9][C:10]([C:11](=[O:12])[O:13][CH2:14][CH3:15])([CH3:16])[CH3:17].[CH3:24][CH2:25][OH:26].[K+:18].[K+:19].[O-:20][C:21]([O-:22])=[O:23]>>[Br:1][c:2]1[cH:3][c:4]([S:8][C:10]([C:11](=[O:12])[O:13][CH2:14][CH3:15])([CH3:16])[CH3:17])[cH:5][cH:6][cH:7]1. The solvent is C(C)#N (acetonitrile), CCOC(=O)C (EtOAc). Yield: 67.2%. Run at time 18.25 hour. Reported procedure: A mixture of 4-bromo-1H-indole-2-carboxylic acid (250 mg, 1.04 mmol), pyrrolidine (0.129 mL, 1.56 mmol), and HOAT (213 mg, 1.56 mmol) in acetonitrile (5 mL) was treated with DIEA (0.364 mL, 2.08 mmol) and EDC (399 mg, 2.08 mmol) and the mixture was stirred at rt. After 18.25 h, the mixture was diluted with EtOAc, filtered to remove some tan solid, and washed sequentially with 1 M hydrochloric acid and NaHCO3 (aq), and dried and concentrated to provide (4-bromo-1H-indol-2-yl)(pyrrolidin-1-yl)meth... Starting materials: BrC1=C2C=C(NC2=CC=C1)C(=O)O (4-bromo-1H-indole-2-carboxylic acid), N1CCCC1 (pyrrolidine), C1=CC2=C(N=C1)N(N=N2)O (HOAT), CCN(C(C)C)C(C)C (DIEA), C(CCl)Cl (EDC). Product: BrC1=C2C=C(NC2=CC=C1)C(=O)N1CCCC1 ((4-bromo-1H-indol-2-yl)(pyrrolidin-1-yl)methanone). As a reaction SMILES: [Br:1][C:2]1[CH:10]=[CH:9][CH:8]=[C:7]2[C:3]=1[CH:4]=[C:5]([C:11]([OH:13])=O)[NH:6]2.[NH:14]1[CH2:18][CH2:17][CH2:16][CH2:15]1.C1C=NC2N(O)N=NC=2C=1.CCN(C(C)C)C(C)C.C(Cl)CCl>C(#N)C.CCOC(C)=O>[Br:1][C:2]1[CH:10]=[CH:9][CH:8]=[C:7]2[C:3]=1[CH:4]=[C:5]([C:11]([N:14]1[CH2:18][CH2:17][CH2:16][CH2:15]1)=[O:13])[NH:6]2.